describe an organic reaction: reactants, conditions, products, and yield From a dataset of the Open Reaction Database (ORD), a public repository of structured organic reaction records. Starting materials: CCN(CC)CCCNC1c2ccccc2CSc2ccccc21, [O-]Cl, [Na+], C1CCOC1, O. Product: CCN(CC)CCCN=C1c2ccccc2CSc2ccccc21. RXN SMILES: [CH2:1]([CH3:2])[N:3]([CH2:4][CH2:5][CH2:6][NH:7][CH:8]1[c:9]2[c:10]([cH:19][cH:20][cH:21][cH:22]2)[S:11][CH2:12][c:13]2[c:14]1[cH:15][cH:16][cH:17][cH:18]2)[CH2:23][CH3:24].[Cl:30][O-:31].[Na+:32].[O:25]1[CH2:26][CH2:27][CH2:28][CH2:29]1.[OH2:33]>>[CH2:1]([CH3:2])[N:3]([CH2:4][CH2:5][CH2:6][N:7]=[C:8]1[c:9]2[c:10]([cH:19][cH:20][cH:21][cH:22]2)[S:11][CH2:12][c:13]2[c:14]1[cH:15][cH:16][cH:17][cH:18]2)[CH2:23][CH3:24].